This data is from the Open Reaction Database (ORD), a public repository of structured organic reaction records. The task is: describe an organic reaction: reactants, conditions, products, and yield Starting materials: C(C)(C)(C)C1=NC=C(C(=N1)OCC)C=1N(C(C(N1)C1=CC=C(C=C1)Cl)C1=CC=C(C=C1)Cl)C(=O)Cl (2-(2-tert-Butyl-4-ethoxy-pyrimidin-5-yl)-4,5-bis-(4-chloro-phenyl)-4,5-dihydro-imidazole-1-carbonyl chloride), N1(CCOCC1)C(CN1CCNCC1)=O (1-morpholin-4-yl-2-piperazin-1-yl-ethanone). The product is C(C)(C)(C)C1=NC=C(C(=N1)OCC)C=1N([C@@H]([C@@H](N1)C1=CC=C(C=C1)Cl)C1=CC=C(C=C1)Cl)C(=O)N1CCN(CC1)CC(=O)N1CCOCC1 (cis-2-{4-[2-(2-tert-butyl-4-ethoxy-pyrimidin-5-yl)-4,5-bis-(4-chloro-phenyl)-4,5-dihydro-imidazole-1-carbonyl]-piperazin-1-yl}-1-morpholin-4-yl-ethanone). RXN SMILES: [C:1]([C:5]1[N:10]=[C:9]([O:11][CH2:12][CH3:13])[C:8]([C:14]2[N:15]([C:33](Cl)=[O:34])[CH:16]([C:26]3[CH:31]=[CH:30][C:29]([Cl:32])=[CH:28][CH:27]=3)[CH:17]([C:19]3[CH:24]=[CH:23][C:22]([Cl:25])=[CH:21][CH:20]=3)[N:18]=2)=[CH:7][N:6]=1)([CH3:4])([CH3:3])[CH3:2].[N:36]1([C:42](=[O:50])[CH2:43][N:44]2[CH2:49][CH2:48][NH:47][CH2:46][CH2:45]2)[CH2:41][CH2:40][O:39][CH2:38][CH2:37]1>>[C:1]([C:5]1[N:10]=[C:9]([O:11][CH2:12][CH3:13])[C:8]([C:14]2[N:15]([C:33]([N:47]3[CH2:48][CH2:49][N:44]([CH2:43][C:42]([N:36]4[CH2:37][CH2:38][O:39][CH2:40][CH2:41]4)=[O:50])[CH2:45][CH2:46]3)=[O:34])[C@H:16]([C:26]3[CH:27]=[CH:28][C:29]([Cl:32])=[CH:30][CH:31]=3)[C@H:17]([C:19]3[CH:20]=[CH:21][C:22]([Cl:25])=[CH:23][CH:24]=3)[N:18]=2)=[CH:7][N:6]=1)([CH3:4])([CH3:3])[CH3:2]. Procedure: cis-4-[2-(2-tert-Butyl-4-ethoxy-pyrimidin-5-yl)-4,5-bis-(4-chloro-phenyl)-4,5-dihydro-imidazole-1-carbonyl chloride (example 20) was reacted with 1-morpholin-4-yl-2-piperazin-1-yl-ethanone (Oakwood Products) to give cis-2-{4-[2-(2-tert-butyl-4-ethoxy-pyrimidin-5-yl)-4,5-bis-(4-chloro-phenyl)-4,5-dihydro-imidazole-1-carbonyl]-piperazin-1-yl}-1-morpholin-4-yl-ethanone in an analogous manner as described in example 1. HR-MS (ES, m/z) calculated for C36H44N7O4Cl2 [(M+H)+] 708.2827, observed 708.2830... The yield is 14.4%. Procedure details: {4-[4-(2-Aminoethyl)anilino]-1-piperidinyl}(3-methyl-2-thienyl)methanone (0.174, 0.507 mmol) was reacted with 4-[(2S)oxiranylmethoxy]-1,3-dihydro-2H-benzimidazol-2-one (0.108 g, 524 mmol) according to Procedure G to give the title compound (0.04 g, 0.073 mmol). Product: O[C@H](COC1=CC=CC=2NC(NC21)=O)CNCCC2=CC=C(C=C2)NC2CCN(CC2)C(=O)C=2SC=CC2C (4-[(2S)-2-Hydroxy-3-(2-{4-[1-(3-methyl-thiophene-2-carbonyl)-piperidin-4-ylamino]-phenyl}-ethylamino)-propoxy]-1,3-dihydro-benzoimidazol-2-one). RXN SMILES: [NH2:1][CH2:2][CH2:3][C:4]1[CH:24]=[CH:23][C:7]([NH:8][CH:9]2[CH2:14][CH2:13][N:12]([C:15]([C:17]3[S:18][CH:19]=[CH:20][C:21]=3[CH3:22])=[O:16])[CH2:11][CH2:10]2)=[CH:6][CH:5]=1.[O:25]1[CH2:27][C@H:26]1[CH2:28][O:29][C:30]1[C:38]2[NH:37][C:36](=[O:39])[NH:35][C:34]=2[CH:33]=[CH:32][CH:31]=1>>[OH:25][C@@H:26]([CH2:27][NH:1][CH2:2][CH2:3][C:4]1[CH:5]=[CH:6][C:7]([NH:8][CH:9]2[CH2:10][CH2:11][N:12]([C:15]([C:17]3[S:18][CH:19]=[CH:20][C:21]=3[CH3:22])=[O:16])[CH2:13][CH2:14]2)=[CH:23][CH:24]=1)[CH2:28][O:29][C:30]1[C:38]2[NH:37][C:36](=[O:39])[NH:35][C:34]=2[CH:33]=[CH:32][CH:31]=1. The reactants are NCCC1=CC=C(NC2CCN(CC2)C(=O)C=2SC=CC2C)C=C1 ({4-[4-(2-Aminoethyl)anilino]-1-piperidinyl}(3-methyl-2-thienyl)methanone), O1[C@@H](C1)COC1=CC=CC=2NC(NC21)=O (4-[(2S)oxiranylmethoxy]-1,3-dihydro-2H-benzimidazol-2-one). Starting materials: C1COCCO1, COC(=O)NCC1(CC(=O)O)CCC(C)C1, Cl, O. Yields the product Cl, CC1CCC(CN)(CC(=O)O)C1. As a reaction SMILES: [CH2:18]1[O:19][CH2:20][CH2:21][O:22][CH2:23]1.[CH3:1][O:2][C:3](=[O:4])[NH:5][CH2:6][C:7]1([CH2:13][C:14](=[O:15])[OH:16])[CH2:8][CH:9]([CH3:12])[CH2:10][CH2:11]1.[ClH:17].[OH2:24]>>[ClH:17].[NH2:5][CH2:6][C:7]1([CH2:13][C:14](=[O:15])[OH:16])[CH2:8][CH:9]([CH3:12])[CH2:10][CH2:11]1. The reactants are CN(S(=O)(=O)C)C (N,N-dimethylmethanesulphonamide), C(CCC)[Li] (n-butyl lithium), FC1=CC(=C(C(=O)OC)C=C1)NC (methyl 4-fluoro-2-methylaminobenzoate). Yields the product FC1=CC(=C(C=C1)C(CS(N(C)C)(=O)=O)=O)NC (1-(4-fluoro-2-methylaminophenyl)-2-(N,N-dimethylsulphamoyl)ethanone). Reaction SMILES: [CH3:1][N:2]([CH3:7])[S:3]([CH3:6])(=[O:5])=[O:4].C([Li])CCC.[F:13][C:14]1[CH:23]=[CH:22][C:17]([C:18](OC)=[O:19])=[C:16]([NH:24][CH3:25])[CH:15]=1>>[F:13][C:14]1[CH:23]=[CH:22][C:17]([C:18](=[O:19])[CH2:6][S:3](=[O:5])(=[O:4])[N:2]([CH3:7])[CH3:1])=[C:16]([NH:24][CH3:25])[CH:15]=1. Procedure: In a similar manner to that described in Example 12(a), N,N-dimethylmethanesulphonamide was reacted with n-butyl lithium and the product reacted with methyl 4-fluoro-2-methylaminobenzoate to give the novel compound 1-(4-fluoro-2-methylaminophenyl)-2-(N,N-dimethylsulphamoyl)ethanone, m.p. 120°-124°. Reaction SMILES: [CH3:1][C:2]([CH3:3])=[CH:4][CH3:5].[CH3:22][S:23](=[O:24])(=[O:25])[OH:26].[CH3:32][c:33]1[cH:34][cH:35][cH:36][cH:37][cH:38]1.[Na+:31].[O-:27][C:28]([OH:29])=[O:30].[OH:6][c:7]1[c:8]([C:9](=[O:10])[c:11]2[cH:12][cH:13][cH:14][cH:15][cH:16]2)[cH:17][cH:18][c:19]([OH:21])[cH:20]1>>[CH3:1][C:2]([CH3:3])([CH2:4][CH3:5])[c:18]1[cH:17][c:8]([C:9](=[O:10])[c:11]2[cH:12][cH:13][cH:14][cH:15][cH:16]2)[c:7]([OH:6])[cH:20][c:19]1[OH:21]. Yields the product CCC(C)(C)c1cc(C(=O)c2ccccc2)c(O)cc1O. The reactants are CC=C(C)C, CS(=O)(=O)O, Cc1ccccc1, [Na+], O=C([O-])O, O=C(c1ccccc1)c1ccc(O)cc1O. Reaction SMILES: [CH2:1]([CH3:2])[O:3][C:4]([C:5]([CH3:6])([CH3:7])[S:8][c:9]1[s:10][cH:11][c:12]([CH2:14][CH2:15][O:16][CH2:17][c:18]2[cH:19][cH:20][c:21](-[c:24]3[cH:25][cH:26][c:27]([F:30])[cH:28][cH:29]3)[cH:22][cH:23]2)[n:13]1)=[O:31].[CH3:34][OH:35].[Na+:33].[O:36]1[CH2:37][CH2:38][CH2:39][CH2:40]1.[OH-:32]>>[O:3]=[C:4]([C:5]([CH3:6])([CH3:7])[S:8][c:9]1[s:10][cH:11][c:12]([CH2:14][CH2:15][O:16][CH2:17][c:18]2[cH:19][cH:20][c:21](-[c:24]3[cH:25][cH:26][c:27]([F:30])[cH:28][cH:29]3)[cH:22][cH:23]2)[n:13]1)[OH:31]. Yields the product CC(C)(Sc1nc(CCOCc2ccc(-c3ccc(F)cc3)cc2)cs1)C(=O)O. The reactants are CCOC(=O)C(C)(C)Sc1nc(CCOCc2ccc(-c3ccc(F)cc3)cc2)cs1, CO, [Na+], C1CCOC1, [OH-]. Starting materials: [Br-], O=C([O-])O, CC(C)(C)OC(=O)N1CCC2(CC2)C(O)C1, [O-]Cl, ClCCl, [Na+], [Na+], [Na+], [Na+], [Na+], O=S([O-])([O-])=S. The product is CC(C)(C)OC(=O)N1CCC2(CC2)C(=O)C1. Reaction SMILES: [Br-:18].[C:19](=[O:20])([OH:21])[O-:22].[C:1]([CH3:2])([CH3:3])([CH3:4])[O:5][C:6](=[O:7])[N:8]1[CH2:9][CH:10]([OH:16])[C:11]2([CH2:12][CH2:13]2)[CH2:14][CH2:15]1.[Cl:24][O-:25].[Cl:34][CH2:35][Cl:36].[Na+:17].[Na+:23].[Na+:26].[Na+:32].[Na+:33].[S:27]([O-:28])([O-:29])(=[O:30])=[S:31]>>[C:1]([CH3:2])([CH3:3])([CH3:4])[O:5][C:6](=[O:7])[N:8]1[CH2:9][C:10](=[O:16])[C:11]2([CH2:12][CH2:13]2)[CH2:14][CH2:15]1. The reactants are C(#N)C1=NC=CC=C1C1=CC(=CN1S(=O)(=O)C1=CC=CC=C1)CN(C(OC(C)(C)C)=O)C (tert-Butyl {[5-(2-cyanopyridin-3-yl)-1-(phenylsulfonyl)-1H-pyrrol-3-yl]methyl}methylcarbamate), C(C)(=O)OCC.Cl (hydrogen chloride-ethyl acetate). Solvent: C(C)(=O)OCC (ethyl acetate), CO (methanol). Reaction conditions: time 4 hour. The product is Cl.CNCC=1C=C(N(C1)S(=O)(=O)C1=CC=CC=C1)C=1C(=NC=CC1)C#N (3-{4-[(methylamino)methyl]-1-(phenylsulfonyl)-1H-pyrrol-2-yl}pyridine-2-carbonitrile hydrochloride). Isolated yield 59.0%. As a reaction SMILES: [C:1]([C:3]1[C:8]([C:9]2[N:13]([S:14]([C:17]3[CH:22]=[CH:21][CH:20]=[CH:19][CH:18]=3)(=[O:16])=[O:15])[CH:12]=[C:11]([CH2:23][N:24](C)[C:25](=O)OC(C)(C)C)[CH:10]=2)=[CH:7][CH:6]=[CH:5][N:4]=1)#[N:2].C(OCC)(=O)C.[ClH:39]>C(OCC)(=O)C.CO>[ClH:39].[CH3:25][NH:24][CH2:23][C:11]1[CH:10]=[C:9]([C:8]2[C:3]([C:1]#[N:2])=[N:4][CH:5]=[CH:6][CH:7]=2)[N:13]([S:14]([C:17]2[CH:18]=[CH:19][CH:20]=[CH:21][CH:22]=2)(=[O:16])=[O:15])[CH:12]=1 |f:1.2,5.6|. Reported procedure: tert-Butyl {[5-(2-cyanopyridin-3-yl)-1-(phenylsulfonyl)-1H-pyrrol-3-yl]methyl}methylcarbamate (250 mg) was dissolved in ethyl acetate (5 mL) and methanol (3 mL), and 4 mol/L hydrogen chloride-ethyl acetate solution (3 mL) was added. The mixture was stirred at room temperature for 4 hr, and concentrated under reduced pressure. The obtained residue was recrystallized from ethanol to give the title compound as colorless crystals (yield 127 mg, 59%).